This data is from the Open Reaction Database (ORD), a public repository of structured organic reaction records. The task is: describe an organic reaction: reactants, conditions, products, and yield Reactants: NC1(CCCC1)CO (1-amino-1-cyclopentanemethanol), C1(=CC=CC=C1)C(C1=CC=CC=C1)(C1=CC=CC=C1)Cl (triphenylmethylchloride). The solvent is C(Cl)Cl (CH2Cl2). Product: OCC1(CCCC1)NC(C1=CC=CC=C1)(C1=CC=CC=C1)C1=CC=CC=C1 (1-hydroxymethyl-1-triphenylmethylaminocyclopentane). Reaction SMILES: [NH2:1][C:2]1([CH2:7][OH:8])[CH2:6][CH2:5][CH2:4][CH2:3]1.[C:9]1([C:15](Cl)([C:22]2[CH:27]=[CH:26][CH:25]=[CH:24][CH:23]=2)[C:16]2[CH:21]=[CH:20][CH:19]=[CH:18][CH:17]=2)[CH:14]=[CH:13][CH:12]=[CH:11][CH:10]=1>C(Cl)Cl>[OH:8][CH2:7][C:2]1([NH:1][C:15]([C:9]2[CH:14]=[CH:13][CH:12]=[CH:11][CH:10]=2)([C:22]2[CH:23]=[CH:24][CH:25]=[CH:26][CH:27]=2)[C:16]2[CH:17]=[CH:18][CH:19]=[CH:20][CH:21]=2)[CH2:6][CH2:5][CH2:4][CH2:3]1. Procedure details: A mixture of 1-amino-1-cyclopentanemethanol (3.00 g; 26.05 mmol) and triphenylmethylchloride (7.26 g; 26.05 mmol) in 70 ml CH2Cl2 is heated overnight. The reaction mixture is cooled and flash chromatographed twice using 5:1; hexane:EtOAc to obtain 1-hydroxymethyl-1-triphenylmethylaminocyclopentane as a thick yellow oil which is used directly in the next step. Starting materials: O=C([O-])O, CCN(CC)S(F)(F)F, C=CCC(C=CC(=O)OCC)CCO, [Na+], C1CCOC1. Yields the product C=CCC(C=CC(=O)OCC)CCF. As a reaction SMILES: [C:24](=[O:25])([OH:26])[O-:27].[CH2:15]([N:16]([S:17]([F:18])([F:19])[F:21])[CH2:20][CH3:22])[CH3:23].[CH2:1]([CH3:2])[O:3][C:4]([CH:5]=[CH:6][CH:7]([CH2:8][CH:9]=[CH2:10])[CH2:11][CH2:12][OH:13])=[O:14].[Na+:28].[O:29]1[CH2:30][CH2:31][CH2:32][CH2:33]1>>[CH2:1]([CH3:2])[O:3][C:4]([CH:5]=[CH:6][CH:7]([CH2:8][CH:9]=[CH2:10])[CH2:11][CH2:12][F:21])=[O:14]. Procedure details: By the use of 1-ethyl-6,7,8-trifluoro-1,4-dihydro-4-oxoquinoline-3-carboxylic acid and 6-methyl-2-(methylaminomethyl)morpholine, the reaction is similarly carried out as Example 1 to give 1-ethyl-6,8-difluoro-1,4-dihydro-7-[6-methyl-2-(methylaminomethyl)morpholino]-4-oxoquinoline-3-carboxylic acid. Product: C(C)N1C=C(C(C2=CC(=C(C(=C12)F)N1CC(OC(C1)C)CNC)F)=O)C(=O)O (1-ethyl-6,8-difluoro-1,4-dihydro-7-[6-methyl-2-(methylaminomethyl)morpholino]-4-oxoquinoline-3-carboxylic acid). As a reaction SMILES: [CH2:1]([N:3]1[C:12]2[C:7](=[CH:8][C:9]([F:15])=[C:10](F)[C:11]=2[F:13])[C:6](=[O:16])[C:5]([C:17]([OH:19])=[O:18])=[CH:4]1)[CH3:2].[CH3:20][CH:21]1[CH2:26][NH:25][CH2:24][CH:23]([CH2:27][NH:28][CH3:29])[O:22]1>>[CH2:1]([N:3]1[C:12]2[C:7](=[CH:8][C:9]([F:15])=[C:10]([N:25]3[CH2:26][CH:21]([CH3:20])[O:22][CH:23]([CH2:27][NH:28][CH3:29])[CH2:24]3)[C:11]=2[F:13])[C:6](=[O:16])[C:5]([C:17]([OH:19])=[O:18])=[CH:4]1)[CH3:2]. Reactants: C(C)N1C=C(C(C2=CC(=C(C(=C12)F)F)F)=O)C(=O)O (1-ethyl-6,7,8-trifluoro-1,4-dihydro-4-oxoquinoline-3-carboxylic acid), CC1OC(CNC1)CNC (6-methyl-2-(methylaminomethyl)morpholine).